Dataset: the Open Reaction Database (ORD), a public repository of structured organic reaction records. Task: describe an organic reaction: reactants, conditions, products, and yield Starting materials: N[C@@H](CC1=CC=CC=C1)[C@@H]([C@@H]([C@H](CC1=CC=CC=C1)N)O)O ((2S,3S,4R,5S)-2,5-diamino-3,4-dihydroxy1,6-diphenylhexane), C(C)(C)(C)OC(=O)OC(=O)OC(C)(C)C (di-t-butyldicarbonate). Run in ClCCl (dichloromethane). Reaction conditions: time 8 hour. Product: N[C@H]([C@H]([C@H]([C@H](CC1=CC=CC=C1)NC(=O)OC(C)(C)C)O)O)CC1=CC=CC=C1 ((2S,3S,4R,5S)-5-Amino-2-(N-((t-butyloxy)carbonyl)amino)-3,4-dihydroxy-1,6-diphenylhexane), C(C)(C)(C)OC(=O)NC(CC1=CC=CC=C1)C(C(C(CC1=CC=CC=C1)NC(=O)OC(C)(C)C)O)O (2,5-Di-(N-((t-butyloxy)carbonyl)amino)-3,4-dihydroxy-1,6-diphenylhexane). Isolated yield 20.0%. Reaction SMILES: [NH2:1][C@H:2]([C@H:10]([OH:22])[C@H:11]([OH:21])[C@@H:12]([NH2:20])[CH2:13][C:14]1[CH:19]=[CH:18][CH:17]=[CH:16][CH:15]=1)[CH2:3][C:4]1[CH:9]=[CH:8][CH:7]=[CH:6][CH:5]=1.[C:23]([O:27][C:28](O[C:31]([O:33][C:34]([CH3:37])([CH3:36])[CH3:35])=[O:32])=[O:29])([CH3:26])([CH3:25])[CH3:24]>ClCCl>[NH2:1][C@@H:2]([CH2:3][C:4]1[CH:9]=[CH:8][CH:7]=[CH:6][CH:5]=1)[C@@H:10]([OH:22])[C@@H:11]([OH:21])[C@@H:12]([NH:20][C:28]([O:27][C:23]([CH3:26])([CH3:25])[CH3:24])=[O:29])[CH2:13][C:14]1[CH:19]=[CH:18][CH:17]=[CH:16][CH:15]=1.[C:23]([O:27][C:28]([NH:1][CH:2]([CH:10]([OH:22])[CH:11]([OH:21])[CH:12]([NH:20][C:31]([O:33][C:34]([CH3:35])([CH3:36])[CH3:37])=[O:32])[CH2:13][C:14]1[CH:19]=[CH:18][CH:17]=[CH:16][CH:15]=1)[CH2:3][C:4]1[CH:9]=[CH:8][CH:7]=[CH:6][CH:5]=1)=[O:29])([CH3:26])([CH3:25])[CH3:24]. Procedure details: A solution of 200 mg (0.67 mmol) of (2S,3S,4R,5S)-2,5-diamino-3,4-dihydroxy1,6-diphenylhexane in 10 ml of dichloromethane was treated with 174 mg (0.8 mmol) of di-t-butyldicarbonate. After being allowed to stir overnight at ambient temperature, the solution was concentrated, and the residue was purified by silica gel chromatography using 10% methanol in chloroform to provide 180 mg (56%) of the desired compound along with 80 mg (20%) of the resultant compound of Example 206. Product: Cl.[N+](=O)([O-])C1=CC=C(COC(=O)NC2CNC2)C=C1 (3-(p-nitrobenzyloxycarbonylamino)azetidine hydrochloride). Solvent: O1CCOCC1 (1,4-dioxane), O1CCOCC1 (1,4-dioxane). The reactants are C(C)(C)(C)OC(=O)N1CC(C1)NC(=O)OCC1=CC=C(C=C1)[N+](=O)[O-] (1-t-butoxycarbonyl-3-(p-nitrobenzyloxycarbonylamino)azetidine), solution, Cl (hydrogen chloride). Reaction conditions: time 2.5 hour. Procedure details: To a solution of 1-t-butoxycarbonyl-3-(p-nitrobenzyloxycarbonylamino)azetidine (4.84 g, 13.8 mmol) (obtained as described in Reference Example 57(3)) in 1,4-dioxane (50 ml) was added a 4N solution of hydrogen chloride in 1,4-dioxane (50 ml) in an ice bath, and the mixture was stirred at room temperature for 2.5 hours. After checking the completion of the reaction, the reaction mixture was concentrated under reduced pressure. To the residue was added ethyl acetate, and the resulting mixture was f... RXN SMILES: C(OC([N:8]1[CH2:11][CH:10]([NH:12][C:13]([O:15][CH2:16][C:17]2[CH:22]=[CH:21][C:20]([N+:23]([O-:25])=[O:24])=[CH:19][CH:18]=2)=[O:14])[CH2:9]1)=O)(C)(C)C.[ClH:26]>O1CCOCC1>[ClH:26].[N+:23]([C:20]1[CH:21]=[CH:22][C:17]([CH2:16][O:15][C:13]([NH:12][CH:10]2[CH2:9][NH:8][CH2:11]2)=[O:14])=[CH:18][CH:19]=1)([O-:25])=[O:24] |f:3.4|. Yield: 58.0%.